This data is from the Open Reaction Database (ORD), a public repository of structured organic reaction records. The task is: describe an organic reaction: reactants, conditions, products, and yield Reactants: N#Cc1cccnc1F, CCO. Yields the product NCc1cccnc1F. RXN SMILES: [C:1](#[N:2])[c:3]1[c:4]([F:9])[n:5][cH:6][cH:7][cH:8]1.[CH3:10][CH2:11][OH:12]>>[CH2:1]([NH2:2])[c:3]1[c:4]([F:9])[n:5][cH:6][cH:7][cH:8]1. Starting materials: [OH-].[NH4+] (ammonium hydroxide), ClC(C(=O)Cl)C1=CC=CC=C1 (2-chloro-2-phenylacetylchloride). Product: ClC(C(=O)N)C1=CC=CC=C1 (2-chloro-2-phenyl acetamide). RXN SMILES: [OH-].[NH4+:2].[Cl:3][CH:4]([C:8]1[CH:13]=[CH:12][CH:11]=[CH:10][CH:9]=1)[C:5](Cl)=[O:6]>>[Cl:3][CH:4]([C:8]1[CH:13]=[CH:12][CH:11]=[CH:10][CH:9]=1)[C:5]([NH2:2])=[O:6] |f:0.1|. Procedure details: To 150 ml. of concentrated ammonium hydroxide and 75 g. of ice was added 20 g. of 2-chloro-2-phenylacetylchloride. The amide formed immediately. The reaction mixture was stirred for 30 minutes and the white solid precipitate which was collected weighed 16.9 g. This precipitate was dissolved in 100 ml. of hot ethyl acetate and then diluted with petroleum ether, after which there was collected 14.3 g. of white cottony needles having an m.p. of 120°-121° C. Reactants: CC1(OB(OC1(C)C)C1=CC=C(OC2=NC3=C(N2)C=CC=C3)C=C1)C (2-[4-(4,4,5,5-tetramethyl-1,3,2-dioxaborolan-2-yl)phenoxy]-1H-benzo[d]imidazole), BrC=1C2=C(N3CCCCC13)C=CC=N2 (10-bromo-6,7,8,9-tetrahydropyrido[2,3-b]indolizine), C(=O)([O-])[O-].[K+].[K+] (K2CO3). Procedure details: To a suspension of 2-[4-(4,4,5,5-tetramethyl-1,3,2-dioxaborolan-2-yl)phenoxy]-1H-benzo[d]imidazole (320 mg), 10-bromo-6,7,8,9-tetrahydropyrido[2,3-b]indolizine (217 mg) and K2CO3 (119 mg) in DME (4 mL) and water (1 mL) was added Pd(PPh3)4 (100 mg). The mixture was heated at 150° C. for 40 min under microwave irradiation. The mixture was poured into water and extracted with AcOEt. The organic layer was separated, washed with brine, dried over Na2SO4 and concentrated under reduced pressure. The re... Reaction SMILES: CC1(C)C(C)(C)OB([C:9]2[CH:24]=[CH:23][C:12]([O:13][C:14]3[NH:18][C:17]4[CH:19]=[CH:20][CH:21]=[CH:22][C:16]=4[N:15]=3)=[CH:11][CH:10]=2)O1.Br[C:27]1[C:28]2[N:39]=[CH:38][CH:37]=[CH:36][C:29]=2[N:30]2[C:35]=1[CH2:34][CH2:33][CH2:32][CH2:31]2.C([O-])([O-])=O.[K+].[K+]>COCCOC.O.C1C=CC([P]([Pd]([P](C2C=CC=CC=2)(C2C=CC=CC=2)C2C=CC=CC=2)([P](C2C=CC=CC=2)(C2C=CC=CC=2)C2C=CC=CC=2)[P](C2C=CC=CC=2)(C2C=CC=CC=2)C2C=CC=CC=2)(C2C=CC=CC=2)C2C=CC=CC=2)=CC=1>[NH:18]1[C:17]2[CH:19]=[CH:20][CH:21]=[CH:22][C:16]=2[N:15]=[C:14]1[O:13][C:12]1[CH:11]=[CH:10][C:9]([C:27]2[C:28]3[N:39]=[CH:38][CH:37]=[CH:36][C:29]=3[N:30]3[C:35]=2[CH2:34][CH2:33][CH2:32][CH2:31]3)=[CH:24][CH:23]=1 |f:2.3.4,^1:56,58,77,96|. Reagents/catalysts: C=1C=CC(=CC1)[P](C=2C=CC=CC2)(C=3C=CC=CC3)[Pd]([P](C=4C=CC=CC4)(C=5C=CC=CC5)C=6C=CC=CC6)([P](C=7C=CC=CC7)(C=8C=CC=CC8)C=9C=CC=CC9)[P](C=1C=CC=CC1)(C=1C=CC=CC1)C=1C=CC=CC1 (Pd(PPh3)4). Yields the product N1C(=NC2=C1C=CC=C2)OC2=CC=C(C=C2)C=2C1=C(N3CCCCC23)C=CC=N1 (10-[4-(1H-Benzimidazol-2-yloxy)phenyl]-6,7,8,9-tetrahydropyrido[2,3-b]indolizine). The solvent is COCCOC (DME), O (water), O (water). Run at temperature 150 celsius. Yield: 13.2%. The solvent is N1=CC=CC=C1 (pyridine). Yields the product C1(=CC=C(C=C1)S(=O)(=O)NC=1C=C2C=CN=CC2=CC1)C (6-(4-Toluenesulfonylamino)isoquinoline). Isolated yield 85.0%. The reactants are C1(=CC=C(C=C1)S(=O)(=O)Cl)C (4-toluenesulfonyl chloride), NC=1C=C2C=CN=CC2=CC1 (6-aminoisoquinoline), O (Water). Conditions: time 8 hour. Reaction SMILES: [C:1]1([CH3:11])[CH:6]=[CH:5][C:4]([S:7](Cl)(=[O:9])=[O:8])=[CH:3][CH:2]=1.O.[NH2:13][C:14]1[CH:15]=[C:16]2[C:21](=[CH:22][CH:23]=1)[CH:20]=[N:19][CH:18]=[CH:17]2>N1C=CC=CC=1>[C:1]1([CH3:11])[CH:6]=[CH:5][C:4]([S:7]([NH:13][C:14]2[CH:15]=[C:16]3[C:21](=[CH:22][CH:23]=2)[CH:20]=[N:19][CH:18]=[CH:17]3)(=[O:9])=[O:8])=[CH:3][CH:2]=1. Procedure details: In pyridine (30 ml) was dissolved 6-aminoisoquinoline (3.348 g, Synthesis, 733 (1975), and 4-toluenesulfonyl chloride (5.13 g) was added thereto, followed by stirring at room temperature overnight. Water was added thereto, followed by extracting with ethyl acetate. The extract was washed with brine, dried over anhydrous magnesium sulfate and the solvent was evaporated. The residue was recrystallized from ethanol, to give the title compound (5.958 g, 85%) as pale yellow crystals.